This data is from the Open Reaction Database (ORD), a public repository of structured organic reaction records. The task is: describe an organic reaction: reactants, conditions, products, and yield Starting materials: ClCCCBr, O=C([O-])[O-], CC(C)=O, [K+], [K+], CC(=O)c1cccc(O)c1. The product is CC(=O)c1cccc(OCCCCl)c1. As a reaction SMILES: [Br:11][CH2:12][CH2:13][CH2:14][Cl:15].[C:16](=[O:17])([O-:18])[O-:19].[CH3:22][C:23](=[O:24])[CH3:25].[K+:20].[K+:21].[OH:1][c:2]1[cH:3][c:4]([C:8]([CH3:9])=[O:10])[cH:5][cH:6][cH:7]1>>[O:1]([c:2]1[cH:3][c:4]([C:8]([CH3:9])=[O:10])[cH:5][cH:6][cH:7]1)[CH2:12][CH2:13][CH2:14][Cl:15].